From a dataset of the Open Reaction Database (ORD), a public repository of structured organic reaction records. describe an organic reaction: reactants, conditions, products, and yield The reactants are CCOCC, COC(C)(c1ccoc1)c1oc(C)nc1C, Cl. The product is C=C(c1ccoc1)c1oc(C)nc1C, Cl. As a reaction SMILES: [CH2:18]([O:19][CH2:20][CH3:21])[CH3:22].[CH3:1][c:2]1[o:3][c:4]([C:8]([CH3:9])([O:10][CH3:11])[c:12]2[cH:13][o:14][cH:15][cH:16]2)[c:5]([CH3:7])[n:6]1.[ClH:17]>>[CH3:1][c:2]1[o:3][c:4]([C:8](=[CH2:9])[c:12]2[cH:13][o:14][cH:15][cH:16]2)[c:5]([CH3:7])[n:6]1.[ClH:17]. Starting materials: CC1(OB(OC1(C)C)C1=CC(=NC2=CC=CC=C12)C(=O)OCC)C (ethyl 4-(4,4,5,5-tetramethyl-1,3,2-dioxaborolan-2-yl)quinoline-2-carboxylate), BrCC1=CC(=NC=C1)OC (4-(bromomethyl)-2-methoxypyridine), C1(=CC=CC=C1)C (toluene), C(=O)([O-])[O-].[Na+].[Na+] (Na2CO3). Reagents/catalysts: C=1C=CC(=CC1)[P](C=2C=CC=CC2)(C=3C=CC=CC3)[Pd]([P](C=4C=CC=CC4)(C=5C=CC=CC5)C=6C=CC=CC6)([P](C=7C=CC=CC7)(C=8C=CC=CC8)C=9C=CC=CC9)[P](C=1C=CC=CC1)(C=1C=CC=CC1)C=1C=CC=CC1 (palladium tetrakis). Solvent: C(C)O (ethanol). Run at temperature 85 celsius. Yields the product COC1=NC=CC(=C1)CC1=CC(=NC2=CC=CC=C12)C(=O)OCC (ethyl 4-[(2-methoxypyridin-4-yl)methyl]quinoline-2-carboxylate). As a reaction SMILES: CC1(C)C(C)(C)OB([C:9]2[C:18]3[C:13](=[CH:14][CH:15]=[CH:16][CH:17]=3)[N:12]=[C:11]([C:19]([O:21][CH2:22][CH3:23])=[O:20])[CH:10]=2)O1.Br[CH2:26][C:27]1[CH:32]=[CH:31][N:30]=[C:29]([O:33][CH3:34])[CH:28]=1.C1(C)C=CC=CC=1.C([O-])([O-])=O.[Na+].[Na+]>C1C=CC([P]([Pd]([P](C2C=CC=CC=2)(C2C=CC=CC=2)C2C=CC=CC=2)([P](C2C=CC=CC=2)(C2C=CC=CC=2)C2C=CC=CC=2)[P](C2C=CC=CC=2)(C2C=CC=CC=2)C2C=CC=CC=2)(C2C=CC=CC=2)C2C=CC=CC=2)=CC=1.C(O)C>[CH3:34][O:33][C:29]1[CH:28]=[C:27]([CH2:26][C:9]2[C:18]3[C:13](=[CH:14][CH:15]=[CH:16][CH:17]=3)[N:12]=[C:11]([C:19]([O:21][CH2:22][CH3:23])=[O:20])[CH:10]=2)[CH:32]=[CH:31][N:30]=1 |f:3.4.5,^1:51,53,72,91|. Procedure: In a microwave vial containing ethyl 4-(4,4,5,5-tetramethyl-1,3,2-dioxaborolan-2-yl)quinoline-2-carboxylate (K4) (0.23 g, 0.69 mmol), 4-(bromomethyl)-2-methoxypyridine (M3) (0.17 g, 0.83 mmol), and palladium tetrakis (0.52 g, 0.45 mmol) was, added 4.0 mL toluene, 2.8 mL, ethanol, and 1.0 mL 2.0 M aqueous Na2CO3. The resulting solution was heated to 85° C. for 30 minutes, filtered through Celite, and washed with excess ethyl acetate. The filtrate was washed twice with water, washed with brine, dr... The yield is 91.0%. The product is C1CCC(CC1)C[C@@H](C(=O)O)N.Cl (L-Cyclohexylalanine hydrochloride). As a reaction SMILES: [NH2:1][C@H:2]([C:10]([OH:12])=[O:11])[CH2:3][C:4]1[CH:9]=[CH:8][CH:7]=[CH:6][CH:5]=1.[H][H].O.[ClH:16]>[Pt]>[CH2:7]1[CH2:6][CH2:5][CH:4]([CH2:3][C@H:2]([NH2:1])[C:10]([OH:12])=[O:11])[CH2:9][CH2:8]1.[ClH:16] |f:5.6|. Procedure: A solution of 10.4 g (61.7 mmoles) of L-phenylalanine in 150 ml of 2N aqueous hydrochloric acid was subjected to a medium pressure catalytic hydrogenation reaction in the presence of 1 g of platinum black using a Paar's apparatus under about 4 atmospheres of hydrogen at room temperature for 24 hours. At the end of this time, the precipitated crystalline substance was dissolved by adding 250 ml of water, and the catalyst was removed by filtration. The filtrate was then concentrated to about 150 m... The reactants are N[C@@H](CC1=CC=CC=C1)C(=O)O (L-phenylalanine), [H][H] (hydrogen), Cl (hydrochloric acid), O (water). The reagents and catalysts are [Pt] (platinum black). Run at time 8 hour. Starting materials: C(C)(C)(C)[Si](C)(C)Cl (tertbutyldimethylsilyl chloride), IC1=CC=C(C=C1)O (para-iodo-phenol), O (water). Solvent: CN(C=O)C (dimethylformamide). Run at time 1 hour. The product is IC1=CC=C(C=C1)O[Si](C(C)(C)C)(C)C (1-iodo-4-[[Dimethyl(1,1-dimethylethyl)silyl]oxy]-benzene). Isolated yield 83.7%. Reaction SMILES: [C:1]([Si:5](Cl)([CH3:7])[CH3:6])([CH3:4])([CH3:3])[CH3:2].[I:9][C:10]1[CH:15]=[CH:14][C:13]([OH:16])=[CH:12][CH:11]=1.O>CN(C)C=O>[I:9][C:10]1[CH:15]=[CH:14][C:13]([O:16][Si:5]([CH3:7])([CH3:6])[C:1]([CH3:4])([CH3:3])[CH3:2])=[CH:12][CH:11]=1. Procedure details: 387 mg of irdidazole and 411 mg of tertbutyldimethylsilyl chloride is added at ambient temperature and under an inert atmosphere to 500 mg of para-iodo-phenol in 4 ml of dimethylformamide and the mixture is maintained under agitation for 15 hours at ambient temperature then for 1 hour at 40° C. The reaction medium is poured into water, and the aqueous phase is extracted with dichloromethane. The organic phase is then dried and evaporated under reduced pressure. In this way 636 mg of expected pro... The reactants are BrC=1C(=NN(C1C)C)C#N (4-bromo-1,5-dimethyl-1H-pyrazole-3-carbonitrile), NC1=C(C=CC=C1)B(O)O (2-aminophenylboronic acid), C([O-])([O-])=O.[Na+].[Na+] (sodium carbonate), C(CC)O (propanol). Reagents/catalysts: C(C)(=O)[O-].[Pd+2].C(C)(=O)[O-] (palladium (II) acetate), C1(=CC=CC=C1)P(C1=CC=CC=C1)C1=CC=CC=C1 (Triphenylphosphine). Run in O (water). Conditions: temperature 100 celsius. Yields the product NC1=C(C=CC=C1)C=1C(=NN(C1C)C)C#N (4-(2-aminophenyl)-1,5-dimethyl-1H-pyrazole-3-carbonitrile). The yield is 58.3%. As a reaction SMILES: Br[C:2]1[C:3]([C:9]#[N:10])=[N:4][N:5]([CH3:8])[C:6]=1[CH3:7].[NH2:11][C:12]1[CH:17]=[CH:16][CH:15]=[CH:14][C:13]=1B(O)O.C(=O)([O-])[O-].[Na+].[Na+].C(O)CC>C([O-])(=O)C.[Pd+2].C([O-])(=O)C.C1(P(C2C=CC=CC=2)C2C=CC=CC=2)C=CC=CC=1.O>[NH2:11][C:12]1[CH:17]=[CH:16][CH:15]=[CH:14][C:13]=1[C:2]1[C:3]([C:9]#[N:10])=[N:4][N:5]([CH3:8])[C:6]=1[CH3:7] |f:2.3.4,6.7.8|. Procedure details: Triphenylphosphine (2.4 mg, 0.09 mmol) and palladium (II) acetate (7 mg, 0.03 mmol) were added to a mixture of 4-bromo-1,5-dimethyl-1H-pyrazole-3-carbonitrile (0.600 g, 3.00 mmol), 2-aminophenylboronic acid (0.719 g, 5.25 mmol), aqueous sodium carbonate (1.8 mL of 2 M), propanol (5.25 mL) and water (1.1 mL). The reaction was heated under a nitrogen atmosphere at 100° C. for three hours and then allowed to cool to ambient temperature. The work-up procedure described in Part G of Examples 1-4 was ... Starting materials: C(=O)(O)[O-].[Na+] (NaHCO3), NC1=CC=C(C=2OC3=CC(=C(C(=C3C(C2)=O)OC)OC)OC)C=C1 (4′-amino-5,6,7-trimethoxyflavone), CS(=O)(=O)Cl (methanesulfonyl chloride), N1=CC=CC=C1 (pyridine). Solvent: C(Cl)Cl (methylene chloride). Reaction conditions: temperature 0 celsius, time 1 hour. The product is CS(=O)(=O)NC1=CC=C(C=2OC3=CC(=C(C(=C3C(C2)=O)OC)OC)OC)C=C1 (4′-(methylsulfonamido)-5,6,7-trimethoxyflavone). Yield: 74.0%. Reaction SMILES: [NH2:1][C:2]1[CH:24]=[CH:23][C:5]([C:6]2[O:7][C:8]3[C:13]([C:14](=[O:16])[CH:15]=2)=[C:12]([O:17][CH3:18])[C:11]([O:19][CH3:20])=[C:10]([O:21][CH3:22])[CH:9]=3)=[CH:4][CH:3]=1.N1C=CC=CC=1.[CH3:31][S:32](Cl)(=[O:34])=[O:33].C([O-])(O)=O.[Na+]>C(Cl)Cl>[CH3:31][S:32]([NH:1][C:2]1[CH:3]=[CH:4][C:5]([C:6]2[O:7][C:8]3[C:13]([C:14](=[O:16])[CH:15]=2)=[C:12]([O:17][CH3:18])[C:11]([O:19][CH3:20])=[C:10]([O:21][CH3:22])[CH:9]=3)=[CH:23][CH:24]=1)(=[O:34])=[O:33] |f:3.4|. Procedure details: The aminoflavone 10a (0.13 g, 0.40 mmol) was dissolved in 5 mL of dry methylene chloride, then 2 mL of freshly distilled pyridine was added. The solution was cooled to 0° C. then was dropwise added freshly distilled methanesulfonyl chloride (0.6 mmol). The reaction mixture was stirred at 0° C. for 1 h and at room temperature for an additional hour, then poured into 30 mL saturated NaHCO3. The resulting mixture was extracted with methylene chloride. The combined organic layers were washed with 5%...